From a dataset of the Open Reaction Database (ORD), a public repository of structured organic reaction records. describe an organic reaction: reactants, conditions, products, and yield Reactants: ClCc1ccccc1Cl, OC(CNc1ccc(Cl)cc1Cl)Cn1ccnc1. The product is Clc1ccc(NCC(Cn2ccnc2)OCc2ccccc2Cl)c(Cl)c1. Reaction SMILES: [Cl:19][c:20]1[c:21]([CH2:22][Cl:23])[cH:24][cH:25][cH:26][cH:27]1.[Cl:1][c:2]1[c:3]([NH:4][CH2:5][CH:6]([CH2:7][n:8]2[cH:9][n:10][cH:11][cH:12]2)[OH:13])[cH:14][cH:15][c:16]([Cl:18])[cH:17]1>>[Cl:1][c:2]1[c:3]([NH:4][CH2:5][CH:6]([CH2:7][n:8]2[cH:9][n:10][cH:11][cH:12]2)[O:13][CH2:22][c:21]2[c:20]([Cl:19])[cH:27][cH:26][cH:25][cH:24]2)[cH:14][cH:15][c:16]([Cl:18])[cH:17]1. Starting materials: CCOC(=O)C1(NCc2cccc(C)c2O)Cc2ccccc2C1, CC(C)O, C1CCOC1, c1ccc(P(c2ccccc2)c2ccccc2)cc1. Product: CCOC(=O)C1(NCc2cccc(C)c2OC(C)C)Cc2ccccc2C1. RXN SMILES: [CH2:1]([CH3:2])[O:3][C:4](=[O:5])[C:6]1([NH:15][CH2:16][c:17]2[c:18]([OH:24])[c:19]([CH3:23])[cH:20][cH:21][cH:22]2)[CH2:7][c:8]2[cH:9][cH:10][cH:11][cH:12][c:13]2[CH2:14]1.[CH:25]([CH3:26])([CH3:27])[OH:28].[O:48]1[CH2:49][CH2:50][CH2:51][CH2:52]1.[c:29]1([P:30]([c:31]2[cH:32][cH:33][cH:34][cH:35][cH:36]2)[c:37]2[cH:38][cH:39][cH:40][cH:41][cH:42]2)[cH:43][cH:44][cH:45][cH:46][cH:47]1>>[CH2:1]([CH3:2])[O:3][C:4](=[O:5])[C:6]1([NH:15][CH2:16][c:17]2[c:18]([O:24][CH:25]([CH3:26])[CH3:27])[c:19]([CH3:23])[cH:20][cH:21][cH:22]2)[CH2:7][c:8]2[cH:9][cH:10][cH:11][cH:12][c:13]2[CH2:14]1. The reactants are Brc1cnc2[nH]ccc2c1, CCOC(C)=O, CO, [Cl-], CC(C)CS(=O)(=O)Nc1ccc(F)c(C=O)c1F, [K+], [Na+], [OH-]. The product is CC(C)CS(=O)(=O)Nc1ccc(F)c(C(O)c2c[nH]c3ncc(Br)cc23)c1F. As a reaction SMILES: [Br:1][c:2]1[cH:3][c:4]2[c:5]([n:6][cH:7]1)[nH:8][cH:9][cH:10]2.[CH3:33][CH2:34][O:35][C:36](=[O:37])[CH3:38].[CH3:39][OH:40].[Cl-:32].[F:11][c:12]1[c:13]([NH:21][S:22](=[O:23])(=[O:24])[CH2:25][CH:26]([CH3:27])[CH3:28])[cH:14][cH:15][c:16]([F:20])[c:17]1[CH:18]=[O:19].[K+:30].[Na+:31].[OH-:29]>>[Br:1][c:2]1[cH:3][c:4]2[c:5]([n:6][cH:7]1)[nH:8][cH:9][c:10]2[CH:18]([c:17]1[c:12]([F:11])[c:13]([NH:21][S:22](=[O:23])(=[O:24])[CH2:25][CH:26]([CH3:27])[CH3:28])[cH:14][cH:15][c:16]1[F:20])[OH:19]. Starting materials: O=C(O)C(=O)O, CC(C)=O, Nc1ccccc1C(=O)NCCN1CCC(Oc2nc3ccccc3n2Cc2ccc(F)cc2)CC1. Product: O=C(O)C(=O)O, CC1(C)Nc2ccccc2C(=O)N1CCN1CCC(Oc2nc3ccccc3n2Cc2ccc(F)cc2)CC1. RXN SMILES: [C:37]([C:38](=[O:39])[OH:40])(=[O:41])[OH:42].[CH3:43][C:44]([CH3:45])=[O:46].[NH2:1][c:2]1[c:3]([C:4](=[O:5])[NH:6][CH2:7][CH2:8][N:9]2[CH2:10][CH2:11][CH:12]([O:15][c:16]3[n:17][c:18]4[c:19]([n:20]3[CH2:21][c:22]3[cH:23][cH:24][c:25]([F:28])[cH:26][cH:27]3)[cH:29][cH:30][cH:31][cH:32]4)[CH2:13][CH2:14]2)[cH:33][cH:34][cH:35][cH:36]1>>[C:37]([C:38](=[O:39])[OH:40])(=[O:41])[OH:42].[NH:1]1[c:2]2[c:3]([cH:33][cH:34][cH:35][cH:36]2)[C:4](=[O:5])[N:6]([CH2:7][CH2:8][N:9]2[CH2:10][CH2:11][CH:12]([O:15][c:16]3[n:17][c:18]4[c:19]([n:20]3[CH2:21][c:22]3[cH:23][cH:24][c:25]([F:28])[cH:26][cH:27]3)[cH:29][cH:30][cH:31][cH:32]4)[CH2:13][CH2:14]2)[C:44]1([CH3:43])[CH3:45].